Task: describe an organic reaction: reactants, conditions, products, and yield. Dataset: the Open Reaction Database (ORD), a public repository of structured organic reaction records Starting materials: CN1C2=C(C3=CC(=CC=C13)[N+](=O)[O-])C=C(S2)C(=O)O (8-Methyl-5-nitrothieno[2,3-b]indole-2-carboxylic acid), O=S(Cl)Cl (SOCl2), Cl.N1CCOCC1 (morpholine hydrochloride), N1CCOCC1 (morpholine). Run in C1CCOC1 (THF). Run at time 1 hour. Product: CN1C2=C(C3=CC(=CC=C13)[N+](=O)[O-])C=C(S2)C(=O)N2CCOCC2 (8-Methyl-2-morpholinocarbonyl-5-nitrothieno[2,3-b]indole). As a reaction SMILES: [CH3:1][N:2]1[C:10]2[C:5](=[CH:6][C:7]([N+:11]([O-:13])=[O:12])=[CH:8][CH:9]=2)[C:4]2[CH:14]=[C:15]([C:17]([OH:19])=O)[S:16][C:3]1=2.O=S(Cl)Cl.[NH:24]1[CH2:29][CH2:28][O:27][CH2:26][CH2:25]1.Cl.N1CCOCC1>C1COCC1>[CH3:1][N:2]1[C:10]2[C:5](=[CH:6][C:7]([N+:11]([O-:13])=[O:12])=[CH:8][CH:9]=2)[C:4]2[CH:14]=[C:15]([C:17]([N:24]3[CH2:29][CH2:28][O:27][CH2:26][CH2:25]3)=[O:19])[S:16][C:3]1=2 |f:3.4|. Reported procedure: 280 mg of (68) was added to 25 ml of THF, 0.5 ml of SOCl2 was added, and the reaction left with stirring for 1 hour. 1 ml of morpholine was added in portions, and stirring continued . The precipitated morpholine hydrochloride was filtrered off, and the solvent evaporated. The residue was purified by column chromatography on silica gel, using MeOH in CH2Cl2, 1+9 as the eluent. MeOH was added to the pooled fractions to precipitate the product, giving after filtration and drying 50 mg of (69). M.p....